This data is from the Open Reaction Database (ORD), a public repository of structured organic reaction records. The task is: describe an organic reaction: reactants, conditions, products, and yield The reactants are FC(COC(=O)N1C2=C(N(C([C@H](C1)NC(=O)OC(C)(C)C)=O)CC(F)(F)F)C=C(C(=C2)F)F)(F)F ((S)-3-tert-butoxycarbonylamino-7,8-difluoro-4-oxo-5-(2,2,2-trifluoro-ethyl)-2,3,4,5-tetrahydro-benzo[b][1,4]diazepine-1-carboxylic acid 2,2,2-trifluoro-ethyl ester), Cl (hydrochlorid). The solvent is O1CCOCC1 (dioxane). Run at temperature 50 celsius. The product is Cl.FC(COC(=O)N1C2=C(NC([C@H](C1)N)=O)C=C(C(=C2)F)F)(F)F ((S)-3-Amino-7,8-difluoro-4-oxo-2,3,4,5-tetrahydro-benzo[b][1,4]diazepine-1-carboxylic acid 2,2,2-trifluoro-ethyl ester hydrochloride). Reaction SMILES: [F:1][C:2]([F:35])([F:34])[CH2:3][O:4][C:5]([N:7]1[CH2:13][C@H:12]([NH:14]C(OC(C)(C)C)=O)[C:11](=[O:22])[N:10](CC(F)(F)F)[C:9]2[CH:28]=[C:29]([F:33])[C:30]([F:32])=[CH:31][C:8]1=2)=[O:6].[ClH:36]>O1CCOCC1>[ClH:36].[F:34][C:2]([F:1])([F:35])[CH2:3][O:4][C:5]([N:7]1[CH2:13][C@H:12]([NH2:14])[C:11](=[O:22])[NH:10][C:9]2[CH:28]=[C:29]([F:33])[C:30]([F:32])=[CH:31][C:8]1=2)=[O:6] |f:3.4|. Reported procedure: A solution of 120 mg of (S)-3-tert-butoxycarbonylamino-7,8-difluoro-4-oxo-5-(2,2,2-trifluoro-ethyl)-2,3,4,5-tetrahydro-benzo[b][1,4]diazepine-1-carboxylic acid 2,2,2-trifluoro-ethyl ester in 4 ml of dioxane was treated with 0.27 ml of hydrochlorid acid (37%). The reaction mixture was warmed to 50° C. for 3 hours. For the working-up, the mixture was evaporated under reduced pressure. The oily residue was evaporated three times with 25 ml of toluene to yield thereby quantitatively the title compou... The reactants are CC(C)(OC(=O)NC=1SC=C(N1)CC(=O)NC=1SC=C(N1)CC(=O)OCC)C (2-[[2-[1,1-Dimethylethoxycarbonylamino]thiazol-4-yl]acetylamino]-4 thiazoleacetic acid, ethyl ester), FC(C(=O)O)(F)F (trifluoroacetic acid). Run in ClCCl (dichloromethane). Yields the product NC=1SC=C(N1)CC(=O)NC=1SC=C(N1)CC(=O)OCC (2-[[2-Aminothiazol-4-yl]acetylamino]4-thiazoleacetic acid, ethyl ester). As a reaction SMILES: CC(C)(OC([NH:7][C:8]1[S:9][CH:10]=[C:11]([CH2:13][C:14]([NH:16][C:17]2[S:18][CH:19]=[C:20]([CH2:22][C:23]([O:25][CH2:26][CH3:27])=[O:24])[N:21]=2)=[O:15])[N:12]=1)=O)C.FC(F)(F)C(O)=O>ClCCl>[NH2:7][C:8]1[S:9][CH:10]=[C:11]([CH2:13][C:14]([NH:16][C:17]2[S:18][CH:19]=[C:20]([CH2:22][C:23]([O:25][CH2:26][CH3:27])=[O:24])[N:21]=2)=[O:15])[N:12]=1. Procedure: The product from step (i) (0.8 g) in dry dichloromethane (15 ml) was treated with trifluoroacetic acid (5 ml). After 6 hours at room temperature the mixture was azeotroped with toluene. The residue was dissolved in ethyl acetate and washed with aqueous sodium bicarbonate. The organic solution was dried (MgSO4) and evaporated under reduced pressure. The residue was triturated with ethyl acetate/isohexanes and filtered. Yield 0.53 g. The reactants are C(C)C1=NC(=CC(=N1)N1CCN(CC1)C)NN (2-ethyl-6-hydrazinyl-4-(4-methyl-1-piperazinyl)pyrimidine), C(CC)(OCC)(OCC)OCC (triethyl orthopropionate). Product: C(C)C1=NN=C2N1C(=NC(=C2)N2CCN(CC2)C)CC (3,5-diethyl-7-(4-methyl-1-piperazinyl)-1,2,4-triazolo[4,3-c]pyrimidine). Isolated yield 37.0%. As a reaction SMILES: [CH2:1]([C:3]1[N:8]=[C:7]([N:9]2[CH2:14][CH2:13][N:12]([CH3:15])[CH2:11][CH2:10]2)[CH:6]=[C:5]([NH:16][NH2:17])[N:4]=1)[CH3:2].[C:18](OCC)(OCC)(OCC)[CH2:19][CH3:20]>>[CH2:19]([C:20]1[N:4]2[C:3]([CH2:1][CH3:2])=[N:8][C:7]([N:9]3[CH2:14][CH2:13][N:12]([CH3:15])[CH2:11][CH2:10]3)=[CH:6][C:5]2=[N:16][N:17]=1)[CH3:18]. Reported procedure: A mixture of 8.3 g (0.035 mole) of 2-ethyl-6-hydrazinyl-4-(4-methyl-1-piperazinyl)pyrimidine and 75 ml of triethyl orthopropionate was heated at reflux for 48 hours. After cooling the mixture was evaporated in vacuo. Diethyl ether was added to the residue and the mixture was cooled. The precipitate was collected by filtration to provide 4.5 g (37%) of 3,5-diethyl-7-(4-methyl-1-piperazinyl)-1,2,4-triazolo[4,3-c]pyrimidine. Recrystallizations from ethyl acetate-hexane and ethyl acetate-cyclohexane... The reactants are C[S-], CN(C)C=O, COC(=O)c1ccc(SC)cc1F, [Na+]. The product is COC(=O)c1ccc(SC)cc1SC. RXN SMILES: [CH3:14][S-:15].[CH3:17][N:18]([CH3:19])[CH:20]=[O:21].[F:1][c:2]1[c:3]([C:4](=[O:5])[O:6][CH3:7])[cH:8][cH:9][c:10]([S:12][CH3:13])[cH:11]1.[Na+:16]>>[c:2]1([S:15][CH3:14])[c:3]([C:4](=[O:5])[O:6][CH3:7])[cH:8][cH:9][c:10]([S:12][CH3:13])[cH:11]1. The reactants are CCOC(=O)C (AcOEt), CC1=CC=C(C=C1)C(=O)C(C(=O)[O-])CCC(C)=O (2-((4-methylphenyl)carbonyl)-5-oxohexanoate), C(C)(=O)O (acetic acid), N1CCCCC1 (piperidine). Solvent: C1(=CC=CC=C1)C (toluene). The product is CC1=CC=C(C=C1)C=1C(CCC(C1)=O)C(=O)OCC (ethyl 2-(4-methylphenyl)-4-oxocyclohex-2-enecarboxylate). Isolated yield 587.5%. RXN SMILES: [CH3:1][C:2]1[CH:7]=[CH:6][C:5]([C:8]([CH:10]([CH2:14][CH2:15][C:16](=[O:18])[CH3:17])[C:11]([O-:13])=[O:12])=O)=[CH:4][CH:3]=1.[C:19](O)(=O)[CH3:20].N1CCCCC1.CCOC(C)=O>C1(C)C=CC=CC=1>[CH3:1][C:2]1[CH:7]=[CH:6][C:5]([C:8]2[CH:10]([C:11]([O:13][CH2:19][CH3:20])=[O:12])[CH2:14][CH2:15][C:16](=[O:18])[CH:17]=2)=[CH:4][CH:3]=1. Reported procedure: A mixture of 2-((4-methylphenyl)carbonyl)-5-oxohexanoate(4.19 g, 15.2 mmol), acetic acid(137 mg, 2.28 mmol) and piperidine(129 mg, 1.52 mmol) in toluene(10 ml) was refluxed for 9 hr. After cooling down to room temperature, AcOEt was added to the reaction mixture and washed with dil. HCl, water and brine, dried over MgSO4. After removal of the solvent, the residue was purified by column chromatography on silica gel with n-hexane-AcOEt to afford 3.46 g of ethyl 2-(4-methylphenyl)-4-oxocyclohex-2-e... The reactants are BrC=1C(=NC2=CC=CC=C2C1NCC(C)O)C (3-bromo-N-(2-hydroxypropyl)-2-methyl-4-quinolinamine), CC(C)([O-])C.[K+] (potassium tert-butoxide). The solvent is CN(C)C=O (DMF), ice water. Reaction conditions: time 1 hour. Yields the product CC1CNC2=C(C(=NC=3C=CC=CC23)C)O1 (1,2-Dihydro-3,5-dimethyl-3H-1,4-oxazino[2,3-c]quinoline). RXN SMILES: Br[C:2]1[C:3]([CH3:17])=[N:4][C:5]2[C:10]([C:11]=1[NH:12][CH2:13][CH:14]([OH:16])[CH3:15])=[CH:9][CH:8]=[CH:7][CH:6]=2.CC(C)([O-])C.[K+]>CN(C=O)C>[CH3:15][CH:14]1[O:16][C:2]2[C:3]([CH3:17])=[N:4][C:5]3[CH:6]=[CH:7][CH:8]=[CH:9][C:10]=3[C:11]=2[NH:12][CH2:13]1 |f:1.2|. Procedure: A mixture of 18.5 g of 3-bromo-N-(2-hydroxypropyl)-2-methyl-4-quinolinamine and 7.0 g of potassium tert-butoxide in 100 ml of DMF was stirred at 80°-90° C. for 1 hour. The mixture was cooled to room temperature, diluted with 300 ml of ice-water and stirred for 1 hour, whereupon a solid separated which was filtered and recrystallized twice from isopropanol and finally from isopropyl acetate. The yield was 8.7 g, mp 169°-170° C.